This data is from the Open Reaction Database (ORD), a public repository of structured organic reaction records. The task is: describe an organic reaction: reactants, conditions, products, and yield The reactants are C(C)(=O)OC(C)(C)C (tert-butyl acetate), [NH4+].[F-] (NH4F), C(CC(C)C)=O (isovaleraldehyde), C(CCC)[Li] (butyllithium), C(C)(C)NC(C)C (diisopropylamine), [(4R,5R)-2,2-dimethyl-1,3-dioxolane-4,5-bis-(diphenylmethoxy)]-cyclopentadienyltitanium chloride. The solvent is CCCCCC (hexane), C(C)OCC (diethyl ether), CCOCC (ether). Conditions: temperature -78 celsius, time 25 minute. Yields the product O[C@@H](CC(=O)O)CC(C)C ((R)-3-hydroxy-5-methylhexanoic acid). Reaction SMILES: C([Li])CCC.C(NC(C)C)(C)C.[C:13]([O:16]C(C)(C)C)(=[O:15])[CH3:14].[CH:21](=[O:26])[CH2:22][CH:23]([CH3:25])[CH3:24].[NH4+].[F-]>CCCCCC.C(OCC)C>[OH:26][C@H:21]([CH2:22][CH:23]([CH3:25])[CH3:24])[CH2:14][C:13]([OH:16])=[O:15] |f:4.5|. Reported procedure: 4.4 ml of 1.6M butyllithium in hexane are added under argon and at -25° C. to a solution of 1.12 ml of diisopropylamine in 15 ml of anhydrous diethyl ether (ether). After 25 minutes at -20° C., the mixture is cooled to -78° C. and 805 μl of tert-butyl acetate are added dropwise in the course of 10 minutes by means of a syringe. After stirring for 45 minutes at -78° C., a freshly prepared solution, precooled to -78° C., of 4.9 g of [(4R,5R)-2,2-dimethyl-1,3-dioxolane-4,5-bis-(diphenylmethoxy)]-cy... The reactants are CC(C)(C)OC(=O)N1Cc2ccc(I)cc2C1, C1OC2CNC1C2, O=C(O)C(F)(F)F. Yields the product CC(C)(C)OC(=O)N1Cc2ccc(N3CC4CC3CO4)cc2C1. As a reaction SMILES: [C:1]([CH3:2])([CH3:3])([CH3:4])[O:5][C:6](=[O:7])[N:8]1[CH2:9][c:10]2[cH:11][cH:12][c:13]([I:17])[cH:14][c:15]2[CH2:16]1.[CH:25]12[O:26][CH2:27][CH:28]([NH:29][CH2:30]1)[CH2:31]2.[F:18][C:19]([F:20])([F:21])[C:22]([OH:23])=[O:24]>>[C:1]([CH3:2])([CH3:3])([CH3:4])[O:5][C:6](=[O:7])[N:8]1[CH2:9][c:10]2[cH:11][cH:12][c:13]([N:29]3[CH:28]4[CH2:27][O:26][CH:25]([CH2:30]3)[CH2:31]4)[cH:14][c:15]2[CH2:16]1. Reactants: C1CCOC1, COC(CCn1cc(-c2cnccn2)c(=O)[nH]c1=O)OC. Product: O=CCCn1cc(-c2cnccn2)c(=O)[nH]c1=O. As a reaction SMILES: [CH2:22]1[O:23][CH2:24][CH2:25][CH2:26]1.[CH3:1][O:2][CH:3]([CH2:4][CH2:5][n:6]1[c:7](=[O:19])[nH:8][c:9](=[O:18])[c:10](-[c:12]2[n:13][cH:14][cH:15][n:16][cH:17]2)[cH:11]1)[O:20][CH3:21]>>[O:2]=[CH:3][CH2:4][CH2:5][n:6]1[c:7](=[O:19])[nH:8][c:9](=[O:18])[c:10](-[c:12]2[n:13][cH:14][cH:15][n:16][cH:17]2)[cH:11]1. Starting materials: COC(=O)Cl, CCN(C(C)C)C(C)C, ClCCl, COC(=O)C1CCNC(Cc2cccc(F)c2)C1. Product: COC(=O)C1CCN(C(=O)OC)C(Cc2cccc(F)c2)C1. As a reaction SMILES: [C:28]([O:29][CH3:30])(=[O:31])[Cl:32].[CH:19]([N:20]([CH2:21][CH3:22])[CH:23]([CH3:24])[CH3:25])([CH3:26])[CH3:27].[Cl:33][CH2:34][Cl:35].[F:1][c:2]1[cH:3][c:4]([CH2:5][CH:6]2[NH:7][CH2:8][CH2:9][CH:10]([C:12](=[O:13])[O:14][CH3:15])[CH2:11]2)[cH:16][cH:17][cH:18]1>>[F:1][c:2]1[cH:3][c:4]([CH2:5][CH:6]2[N:7]([C:28]([O:29][CH3:30])=[O:31])[CH2:8][CH2:9][CH:10]([C:12](=[O:13])[O:14][CH3:15])[CH2:11]2)[cH:16][cH:17][cH:18]1. Starting materials: O (Water), [N+](=O)([O-])C=1C=C(C=CC1)CCO (2-(3-nitrophenyl)ethanol), CS(=O)(=O)Cl (methylsulfonylchloride), N1=CC=CC=C1 (pyridine). Solvent: C(Cl)Cl (DCM). Conditions: time 1 hour. Product: CS(=O)(=O)OCCC1=CC(=CC=C1)[N+](=O)[O-] (3-nitrophenethyl methanesulfonate). The yield is 98.0%. As a reaction SMILES: [N+:1]([C:4]1[CH:5]=[C:6]([CH2:10][CH2:11][OH:12])[CH:7]=[CH:8][CH:9]=1)([O-:3])=[O:2].N1C=CC=CC=1.[CH3:19][S:20](Cl)(=[O:22])=[O:21].O>C(Cl)Cl>[CH3:19][S:20]([O:12][CH2:11][CH2:10][C:6]1[CH:7]=[CH:8][CH:9]=[C:4]([N+:1]([O-:3])=[O:2])[CH:5]=1)(=[O:22])=[O:21]. Reported procedure: A solution of 2-(3-nitrophenyl)ethanol (9 g, 53.8 mmol) in DCM (100 mL) was cooled to 0° C., then pyridine (22.7 g, 287 mmol) was dropwise added to the reaction solution. Then methylsulfonylchloride was added slowly dropwise, followed by stirring at room temperature for one hour. Water was added to terminate the reaction. The aqueous layer was extracted by ethyl acetate 3 times. The combined organic phase was washed with brine, dried over sodium sulfate and concentrated to give 3-nitrophenethyl ... The reactants are BrC=1OC(=CC1)C(=O)O (2-bromo-5-carboxyfuran), C([O-])([O-])=O.[K+].[K+] (potassium carbonate), O (water), C(C)I (ethyl iodide). The solvent is CS(=O)C (dimethyl sulfoxide). Conditions: time 15 hour. Product: BrC=1OC(=CC1)C(=O)OCC (2-bromo-5-ethoxycarbonyl-furan). Reaction SMILES: [Br:1][C:2]1[O:3][C:4]([C:7]([OH:9])=[O:8])=[CH:5][CH:6]=1.C(=O)([O-])[O-].[K+].[K+].[CH2:16](I)[CH3:17].O>CS(C)=O>[Br:1][C:2]1[O:3][C:4]([C:7]([O:9][CH2:16][CH3:17])=[O:8])=[CH:5][CH:6]=1 |f:1.2.3|. Procedure details: To absolution of 2-bromo-5-carboxyfuran (10 g) in dimethyl sulfoxide (100 ml), potassium carbonate (7.96 g) was added at 15 to 30° C. and ethyl iodide (16.8 ml) was added dropwise thereto. The mixture was stirred for 15 hours. The reaction solution was then poured into water and extracted with chloroform. The organic layer was washed with water, a saturated aqueous sodium hydrogencarbonate solution and a saturated aqueous NaCl solution, dried over anhydrous sodium sulfate, filtered and concentra... Starting materials: CC1=NC2=CC=C3C(=C2C=C1)OC(CO3)COS(=O)(=O)C3=CC=C(C=C3)C (toluene-4-sulfonic acid 8-methyl-2,3-dihydro-[1,4]dioxino[2,3-f]quinolin-2-ylmethyl ester), oxalate salt, FC=1C=C2C(=CNC2=CC1)[C@H]1CC[C@H](CC1)N (cis-4-(5-fluoro-1H-indol-3-yl)-cyclohexylamine). The product is FC=1C=C2C(=CNC2=CC1)[C@H]1CC[C@H](CC1)NC[C@H]1COC=2C(=C3C=CC(=NC3=CC2)C)O1 ((cis)-N-[4-(5-fluoro-1H-indol-3-yl)cyclohexyl]-N-{[(2S)-8-methyl-2,3-dihydro[1,4]dioxino[2,3-f]quinolin-2-yl]methyl}amine). Isolated yield 20.2%. As a reaction SMILES: [CH3:1][C:2]1[CH:11]=[CH:10][C:9]2[C:4](=[CH:5][CH:6]=[C:7]3[O:15][CH2:14][CH:13]([CH2:16]OS(C4C=CC(C)=CC=4)(=O)=O)[O:12][C:8]3=2)[N:3]=1.[F:28][C:29]1[CH:30]=[C:31]2[C:35](=[CH:36][CH:37]=1)[NH:34][CH:33]=[C:32]2[C@@H:38]1[CH2:43][CH2:42][C@H:41]([NH2:44])[CH2:40][CH2:39]1>>[F:28][C:29]1[CH:30]=[C:31]2[C:35](=[CH:36][CH:37]=1)[NH:34][CH:33]=[C:32]2[C@@H:38]1[CH2:43][CH2:42][C@H:41]([NH:44][CH2:16][C@@H:13]2[O:12][C:8]3=[C:9]4[C:4](=[CH:5][CH:6]=[C:7]3[O:15][CH2:14]2)[N:3]=[C:2]([CH3:1])[CH:11]=[CH:10]4)[CH2:40][CH2:39]1. Reported procedure: This compound was prepared in a manner similar to Example 1, using toluene-4-sulfonic acid 8-methyl-2,3-dihydro-[1,4]dioxino[2,3-f]quinolin-2-ylmethyl ester (0.5 g, 1.29 mmol) and cis-4-(5-fluoro-1H-indol-3-yl)-cyclohexylamine (0.4 g, 1.72 mmol) to give 0.116 g (20%) product as an oxalate salt: MS (ESI) m/z 446 [M+H]+. Starting materials: COC1=C(C=C(C=C1)C1=NC=C(C=N1)CCCCCCCC)F (2-(p-methoxy-m-fluorophenyl)-5-octylpyrimidine), Br (hydrobromic acid). Solvent: C(C)(=O)O (acetic acid). Yields the product OC1=C(C=C(C=C1)C1=NC=C(C=N1)CCCCCCCC)F (2-(p-hydroxy-m-fluorophenyl)-5-octylpyrimidine). The yield is 101.5%. As a reaction SMILES: C[O:2][C:3]1[CH:8]=[CH:7][C:6]([C:9]2[N:14]=[CH:13][C:12]([CH2:15][CH2:16][CH2:17][CH2:18][CH2:19][CH2:20][CH2:21][CH3:22])=[CH:11][N:10]=2)=[CH:5][C:4]=1[F:23].Br>C(O)(=O)C>[OH:2][C:3]1[CH:8]=[CH:7][C:6]([C:9]2[N:14]=[CH:13][C:12]([CH2:15][CH2:16][CH2:17][CH2:18][CH2:19][CH2:20][CH2:21][CH3:22])=[CH:11][N:10]=2)=[CH:5][C:4]=1[F:23]. Procedure: This 2-(p-methoxy-m-fluorophenyl)-5-octylpyrimidine (50 g) was heated for substitution together with glacial acetic acid (500 ml) and hydrobromic acid (47%) (170 g) for 72 hours, followed by distilling off acetic acid and hydrobromic acid under reduced pressure, adding aqueous NaOH and toluene, extracting the objective substance into the toluene layer and then distilling off toluene to obtain 2-(p-hydroxy-m-fluorophenyl)-5-octylpyrimidine ((i); Y=F, m=8) (48.5 g). This product was used in the ne...